From a dataset of the Open Reaction Database (ORD), a public repository of structured organic reaction records. describe an organic reaction: reactants, conditions, products, and yield Starting materials: [K+].[Br-] (KBr), OC=1C=C(C(C=CC2=CC=C(C=C2)OC)=O)C=CC1 (3′-hydroxy-4-methoxy-chalcone), OC=1C=C(C(C=CC2=CC=C(C=C2)OC)=O)C=CC1 (3′-Hydroxy-4-methoxy-chalcone), BrC(CC)(CC)Br (dibromo pentane), C([O-])([O-])=O.[K+].[K+] (potassium carbonate). Solvent: CC(=O)C (acetone). Yields the product BrCCCCCOC=1C=C(C(C=CC2=CC=C(C=C2)OC)=O)C=CC1 (3′-(5-Bromo-pentyloxy)-4-methoxy-chalcone). As a reaction SMILES: [OH:1][C:2]1[CH:3]=[C:4]([CH:17]=[CH:18][CH:19]=1)[C:5](=[O:16])[CH:6]=[CH:7][C:8]1[CH:13]=[CH:12][C:11]([O:14][CH3:15])=[CH:10][CH:9]=1.Br[C:21](Br)([CH2:24][CH3:25])[CH2:22][CH3:23].C(=O)([O-])[O-].[K+].[K+].[K+].[Br-:34]>CC(C)=O>[Br:34][CH2:23][CH2:22][CH2:21][CH2:24][CH2:25][O:1][C:2]1[CH:3]=[C:4]([CH:17]=[CH:18][CH:19]=1)[C:5](=[O:16])[CH:6]=[CH:7][C:8]1[CH:13]=[CH:12][C:11]([O:14][CH3:15])=[CH:10][CH:9]=1 |f:2.3.4,5.6|. Procedure: This compound (40) was prepared from 3′-hydroxy-4-methoxy-chalcone, 8 (2 g, 7.87 mmol), dibromo pentane (5.4 mL, 39.4 mmol) and potassium carbonate (2.2 g, 15.8 mmol) in dry acetone (100 mL) using the identical procedure as described for 39. Yield 2.7 g (85%); mp 83-84° C.; MS (FAB) 403/405 (M++1); IR (KBr) 1650; 1H NMR (200 MHz, CDCl3) δ 7.78 (d, J=15.6 Hz, 1H), 7.60 (d, J=8.7 Hz, 2H), 7.58 (d, J=7.4 Hz, 1H), 7.52 (d, J=2.2 Hz, 1H), 7.39 (t, J=7.8 Hz, 1H), 7.39 (d, J=15.6 Hz, 1H), 7.10 (dd, J=8... The product is CCCCCCCCOc1ccc(C2CCC3(COC(=O)N3)C2)cc1. Reactants: CCCCCCCCO, C1CCOC1, CC(C)(C)OC(=O)N=NC(=O)OC(C)(C)C, O=C1NC2(CCC(c3ccc(O)cc3)C2)CO1, c1ccc(P(c2ccccc2)c2ccccc2)cc1. Reaction SMILES: [CH2:18]([CH2:19][CH2:20][CH2:21][CH2:22][CH2:23][CH2:24][CH3:25])[OH:26].[CH2:62]1[O:63][CH2:64][CH2:65][CH2:66]1.[N:46]([C:47]([O:48][C:49]([CH3:50])([CH3:51])[CH3:52])=[O:53])=[N:54][C:55]([O:56][C:57]([CH3:58])([CH3:59])[CH3:60])=[O:61].[OH:1][c:2]1[cH:3][cH:4][c:5]([CH:8]2[CH2:9][C:10]3([CH2:11][O:12][C:13](=[O:15])[NH:14]3)[CH2:16][CH2:17]2)[cH:6][cH:7]1.[c:27]1([P:28]([c:29]2[cH:30][cH:31][cH:32][cH:33][cH:34]2)[c:35]2[cH:36][cH:37][cH:38][cH:39][cH:40]2)[cH:41][cH:42][cH:43][cH:44][cH:45]1>>[O:1]([c:2]1[cH:3][cH:4][c:5]([CH:8]2[CH2:9][C:10]3([CH2:11][O:12][C:13](=[O:15])[NH:14]3)[CH2:16][CH2:17]2)[cH:6][cH:7]1)[CH2:18][CH2:19][CH2:20][CH2:21][CH2:22][CH2:23][CH2:24][CH3:25]. The reactants are C1(CC1)N1C(N(C=2C=NC=CC21)CC2=NC=1C(=NC=C(C1)C(=O)OC)N2CCC(C)C)=O (methyl 2-((1-cyclopropyl-2-oxo-1H-imidazo[4,5-c]pyridin-3(2H)-yl)methyl)-3-isopentyl-3H-imidazo[4,5-b]pyridine-6-carboxylate), [OH-].[Li+] (lithium hydroxide), solution, Cl (hydrochloric acid). Solvent: C1CCOC1 (THF), O (water). Run at time 8 hour. Yields the product C1(CC1)N1C(N(C=2C=NC=CC21)CC2=NC=1C(=NC=C(C1)C(=O)O)N2CCC(C)C)=O (2-((1-cyclopropyl-2-oxo-1H-imidazo[4,5-c]pyridin-3(2H)-yl)methyl)-3-isopentyl-3H-imidazo[4,5-b]pyridine-6-carboxylic acid), powder. Isolated yield 84.0%. RXN SMILES: [CH:1]1([N:4]2[C:12]3[CH:11]=[CH:10][N:9]=[CH:8][C:7]=3[N:6]([CH2:13][C:14]3[N:26]([CH2:27][CH2:28][CH:29]([CH3:31])[CH3:30])[C:17]4=[N:18][CH:19]=[C:20]([C:22]([O:24]C)=[O:23])[CH:21]=[C:16]4[N:15]=3)[C:5]2=[O:32])[CH2:3][CH2:2]1.[OH-].[Li+].Cl>C1COCC1.O>[CH:1]1([N:4]2[C:12]3[CH:11]=[CH:10][N:9]=[CH:8][C:7]=3[N:6]([CH2:13][C:14]3[N:26]([CH2:27][CH2:28][CH:29]([CH3:30])[CH3:31])[C:17]4=[N:18][CH:19]=[C:20]([C:22]([OH:24])=[O:23])[CH:21]=[C:16]4[N:15]=3)[C:5]2=[O:32])[CH2:3][CH2:2]1 |f:1.2|. Reported procedure: Compound 26 (0.84 g, 1.89 mmol) was dissolved in THF (15 mL) and lithium hydroxide (544 mg, 22.7 mmol) dissolved in water (10 mL) was added. The resulting mixture was stirred at room temperature overnight. The pH of the resulting mixture was adjusted to pH=4 by addition of a 1 M solution of hydrochloric acid. Then the mixture was extracted with ethyl acetate. The organic layer was dried over MgSO4 and concentrated. The title compound 28 was isolated as a white powder (690 mg, 84%). Reactants: C(C)(C)(C)C=1C(=CC2=C(N=C(S2)N)C1)SC#N (5-tert-butyl-6-thiocyanato-benzothiazol-2-yl-amine), SC[C@@H](O)[C@H](O)CS (dithiothreitol), P(=O)([O-])([O-])[O-] (phosphate). Solvent: CCO (EtOH). The product is NC=1SC2=C(N1)C=C(C(=C2)S)C(C)(C)C (2-Amino-5-tert-butyl-benzothiazole-6-thiol). Reaction SMILES: [C:1]([C:5]1[C:6]([S:15]C#N)=[CH:7][C:8]2[S:12][C:11]([NH2:13])=[N:10][C:9]=2[CH:14]=1)([CH3:4])([CH3:3])[CH3:2].SC[C@H]([C@@H](CS)O)O.P([O-])([O-])([O-])=O>CCO>[NH2:13][C:11]1[S:12][C:8]2[CH:7]=[C:6]([SH:15])[C:5]([C:1]([CH3:4])([CH3:3])[CH3:2])=[CH:14][C:9]=2[N:10]=1. Reported procedure: The title compound was prepared according to General Method 14 using 5-tert-butyl-6-thiocyanato-benzothiazol-2-yl-amine (Example L-1; 8 g, 30 mmol), dithiothreitol (18.7 g, 121 mmol), EtOH (200 mL), and phosphate buffer (50 mL). MS (APCI): 239 (M+H). Reactants: NCC1CN(CCO1)C(=O)OCC1=CC=CC=C1 (Benzyl 2-(aminomethyl)morpholine-4-carboxylate), ClC1=CC=C(C=C1)N=C=O (4-chlorophenylisocyanate), ClCCl.C(C)O (dichloromethane ethanol), N (ammonia). Run in ClCCl (dichloromethane), CO (methanol). Run at time 30 minute. The product is ClC1=CC=C(C=C1)NC(=O)NCC1CN(CCO1)C(=O)OCC1=CC=CC=C1 (Benzyl 2-[({[(4-chlorophenyl)amino]carbonyl}amino)methyl]morpholine-4-carboxylate), solid. RXN SMILES: [NH2:1][CH2:2][CH:3]1[O:8][CH2:7][CH2:6][N:5]([C:9]([O:11][CH2:12][C:13]2[CH:18]=[CH:17][CH:16]=[CH:15][CH:14]=2)=[O:10])[CH2:4]1.[Cl:19][C:20]1[CH:25]=[CH:24][C:23]([N:26]=[C:27]=[O:28])=[CH:22][CH:21]=1.ClCCl.C(O)C.N>ClCCl.CO>[Cl:19][C:20]1[CH:25]=[CH:24][C:23]([NH:26][C:27]([NH:1][CH2:2][CH:3]2[O:8][CH2:7][CH2:6][N:5]([C:9]([O:11][CH2:12][C:13]3[CH:18]=[CH:17][CH:16]=[CH:15][CH:14]=3)=[O:10])[CH2:4]2)=[O:28])=[CH:22][CH:21]=1 |f:2.3|. Reported procedure: To a stirred solution of Intermediate 5 (2.0 g) in dichloromethane (100 ml) was added 4-chlorophenylisocyanate (1.35 g). The mixture was stirred at 22° C. for 18 h before 10% 0.880 ammonia solution in methanol (10 ml) was added. Stirring was continued for a further 30 min before the solvent was removed in vacuo. The residue was purified by Biotage flash chromatography on silica gel, eluting with 33% ethyl acetate/cyclohexane; further purification by Biotage flash chromatography on silica gel, el... Reactants: ClC1(C(C(CCC1)(Cl)Cl)=O)Cl (2,2,6,6-tetrachlorocyclohexanone), C1(=CC=CC=C1)P(C1=CC=CC=C1)C1=CC=CC=C1 (triphenylphosphine). The product is ClC1=C(C(=CC=C1)Cl)O (2,6-dichlorophenol). Isolated yield 84.4%. As a reaction SMILES: [Cl:1][C:2]1(Cl)[CH2:7][CH2:6][CH2:5][C:4](Cl)([Cl:8])[C:3]1=[O:10].C1(P(C2C=CC=CC=2)C2C=CC=CC=2)C=CC=CC=1>>[Cl:1][C:2]1[CH:7]=[CH:6][CH:5]=[C:4]([Cl:8])[C:3]=1[OH:10]. Procedure details: 236 g (1 mol) of 2,2,6,6-tetrachlorocyclohexanone and 2.5 g (0.01 mol) of triphenylphosphine were introduced into a reactor equipped with a stirrer and a condenser. The mixture was heated at 150°-180° C. under stirring; the reaction was terminated when the evolution of hydrogen chloride from the reaction mixture ceased. The reaction mixture was then distilled under reduced pressure (boiling point (20 mm Hg)=100° C.) to yield 137.5 g of 2,6-dichlorophenol. The reactants are [BH-](OC(=O)C)(OC(=O)C)OC(=O)C.[Na+] (Na(OAc)3BH), N[C@H](C(=O)N[C@@H]1C(N(C2=C(OC1)C=CC=C2)CC2=NN(C1=CC=CC=C21)C2=C(C=CC=C2)C#N)=O)C ((S)-2-amino-N-((S)-5-((1-(2-cyanophenyl)-1H-indazol-3-yl)methyl)-4-oxo-2,3,4,5-tetrahydrobenzo[b][1,4]oxazepin-3-yl)propanamide), C1C(OCC(O1)O)O (glycolaldehyde dimer). Solvent: C(Cl)Cl (DCM), C(=O)(O)[O-].[Na+] (NaHCO3). Run at time 72 hour. Product: C(#N)C1=C(C=CC=C1)N1N=C(C2=CC=CC=C12)CN1C2=C(OC[C@@H](C1=O)NC([C@H](C)NCCO)=O)C=CC=C2 ((S)-N-((S)-5-((1-(2-Cyanophenyl)-1H-indazol-3-yl)methyl)-4-oxo-2,3,4,5-tetrahydrobenzo[b][1,4]oxazepin-3-yl)-2-(2-hydroxyethylamino)propanamide). The yield is 63.7%. RXN SMILES: [BH-](OC(C)=O)(OC(C)=O)[O:2][C:3]([CH3:5])=O.[Na+].[NH2:15][C@@H:16]([CH3:50])[C:17]([NH:19][C@H:20]1[CH2:26][O:25][C:24]2[CH:27]=[CH:28][CH:29]=[CH:30][C:23]=2[N:22]([CH2:31][C:32]2[C:40]3[C:35](=[CH:36][CH:37]=[CH:38][CH:39]=3)[N:34]([C:41]3[CH:46]=[CH:45][CH:44]=[CH:43][C:42]=3[C:47]#[N:48])[N:33]=2)[C:21]1=[O:49])=[O:18].C1OC(O)COC1O>C(Cl)Cl.C([O-])(O)=O.[Na+]>[C:47]([C:42]1[CH:43]=[CH:44][CH:45]=[CH:46][C:41]=1[N:34]1[C:35]2[C:40](=[CH:39][CH:38]=[CH:37][CH:36]=2)[C:32]([CH2:31][N:22]2[C:21](=[O:49])[C@@H:20]([NH:19][C:17](=[O:18])[C@@H:16]([NH:15][CH2:5][CH2:3][OH:2])[CH3:50])[CH2:26][O:25][C:24]3[CH:27]=[CH:28][CH:29]=[CH:30][C:23]2=3)=[N:33]1)#[N:48] |f:0.1,5.6|. Reported procedure: Na(OAc)3BH (14.2 mg, 67.0 μmol, Eq: 1.4) was added to a solution of (S)-2-amino-N-((S)-5-((1-(2-cyanophenyl)-1H-indazol-3-yl)methyl)-4-oxo-2,3,4,5-tetrahydrobenzo[b][1,4]oxazepin-3-yl)propanamide (23 mg, 47.9 μmol, Eq: 1.00) and glycolaldehyde dimer (3.16 mg, 26.3 μmol, Eq: 0.55) in DCM (1.5 mL). After 72 h. at RT, the mixture was diluted with NaHCO3 and extracted with DCMThecombined extracts were concentrated. The residue was purified by preparative TLC to give the title compound (16 mg, 95%) a... Yields the product N#CC(=O)c1ccc(F)c(Br)c1. RXN SMILES: [Br:4][c:5]1[cH:6][c:7]([C:8](=[O:9])[F:10])[cH:11][cH:12][c:13]1[F:14].[Na:1][C:2]#[N:3]>>[C:2](#[N:3])[C:8]([c:7]1[cH:6][c:5]([Br:4])[c:13]([F:14])[cH:12][cH:11]1)=[O:9]. Reactants: O=C(F)c1ccc(F)c(Br)c1, N#C[Na]. Starting materials: C(C)(=O)O (acetic acid), crude product, FC1=C(C=C(C=C1)NC=O)NC(OC(C)(C)C)=O (tert-butyl [2-fluoro-5-(formylamino)phenyl]carbamate), CO (methanol). The solvent is O1CCCC1 (tetrahydrofuran). Run at time 1.5 hour. Yields the product FC1=C(C=C(C=C1)NC)NC(OC(C)(C)C)=O (tert-butyl [2-fluoro-5-(methylamino)phenyl]carbamate). Isolated yield 73.0%. Reaction SMILES: [F:1][C:2]1[CH:7]=[CH:6][C:5]([NH:8][CH:9]=O)=[CH:4][C:3]=1[NH:11][C:12](=[O:18])[O:13][C:14]([CH3:17])([CH3:16])[CH3:15].CO.C(O)(=O)C>O1CCCC1>[F:1][C:2]1[CH:7]=[CH:6][C:5]([NH:8][CH3:9])=[CH:4][C:3]=1[NH:11][C:12](=[O:18])[O:13][C:14]([CH3:16])([CH3:15])[CH3:17]. Procedure details: To a solution of the above-mentioned crude product of tert-butyl [2-fluoro-5-(formylamino)phenyl]carbamate in tetrahydrofuran (100 mL) was added borane dimethylsulfide complex (11.7 mL, 111 mmol), and the mixture was stirred at room temperature for 1.5 hr. To the reaction mixture were successively added methanol (20 mL) and acetic acid (10 mL), and the mixture was stirred at room temperature for 30 min. The reaction mixture was concentrated under reduced pressure. To the obtained residue was add...